This data is from the Open Reaction Database (ORD), a public repository of structured organic reaction records. The task is: describe an organic reaction: reactants, conditions, products, and yield Starting materials: BrC1=CC=C(C=N1)O (6-bromopyridin-3-ol), C(C)(C)(C)OC(NCCBr)=O (tert-butyl(2-bromoethyl)carbamate), C([O-])([O-])=O.[Cs+].[Cs+] (cesium carbonate), CN(C=O)C (N,N-dimethylformamide). Solvent: O (water). Run at temperature 40 celsius, time 20 hour. Product: C(C)(C)(C)OC(NCCOC=1C=NC(=CC1)Br)=O (tert-butyl(2-((6-bromopyridin-3-yl)oxy)ethyl)carbamate). The yield is 90.3%. RXN SMILES: [Br:1][C:2]1[N:7]=[CH:6][C:5]([OH:8])=[CH:4][CH:3]=1.[C:9]([O:13][C:14](=[O:19])[NH:15][CH2:16][CH2:17]Br)([CH3:12])([CH3:11])[CH3:10].C(=O)([O-])[O-].[Cs+].[Cs+].CN(C)C=O>O>[C:9]([O:13][C:14](=[O:19])[NH:15][CH2:16][CH2:17][O:8][C:5]1[CH:6]=[N:7][C:2]([Br:1])=[CH:3][CH:4]=1)([CH3:12])([CH3:11])[CH3:10] |f:2.3.4|. Procedure details: A mixture of 6-bromopyridin-3-ol (1.50 g), tert-butyl(2-bromoethyl)carbamate (2.32 g), cesium carbonate (3.65) and N,N-dimethylformamide (30 mL) was stirred at 40° C. for 20 hr. To the reaction mixture was added water, and the mixture was extracted with ethyl acetate. The extract was washed with water and saturated brine, and dried over anhydrous sodium sulfate, and the solvent was evaporated under reduced pressure. The residue was purified by silica gel column chromatography (ethyl acetate/hexa...